Dataset: the Open Reaction Database (ORD), a public repository of structured organic reaction records. Task: describe an organic reaction: reactants, conditions, products, and yield Reactants: BrC1=CC(=C(C=O)C=C1)OC (4-Bromo-2-methoxybenzaldehyde), C([O-])([O-])=O.[Cs+].[Cs+] (cesium carbonate), OC=1C=NC=CC1 (3-hydroxypyridine), cuprous chloride, CC(C)(C(CC(C(C)(C)C)=O)=O)C (2,2,6,6-tetramethyl-3,5-heptanedione). Run in O (water), CN1CCCC1=O (NMP), CCOC(=O)C (EtOAc). Product: N1=CC(=CC=C1)OC1=CC(=C(C=O)C=C1)OC (4-(pyridine-3-yloxy)-2-methoxybenzaldehyde). The yield is 62.4%. Reaction SMILES: Br[C:2]1[CH:9]=[CH:8][C:5]([CH:6]=[O:7])=[C:4]([O:10][CH3:11])[CH:3]=1.C(=O)([O-])[O-].[Cs+].[Cs+].[OH:18][C:19]1[CH:20]=[N:21][CH:22]=[CH:23][CH:24]=1.CC(C)(C(=O)CC(=O)C(C)(C)C)C>CN1C(=O)CCC1.CCOC(C)=O.O>[N:21]1[CH:22]=[CH:23][CH:24]=[C:19]([O:18][C:2]2[CH:9]=[CH:8][C:5]([CH:6]=[O:7])=[C:4]([O:10][CH3:11])[CH:3]=2)[CH:20]=1 |f:1.2.3|. Procedure details: 4-Bromo-2-methoxybenzaldehyde (1.00 g, 4.65 mmol), cesium carbonate (3.03 g, 9.30 mmol), 3-hydroxypyridine (0.884 g, 9.30 mmol), cuprous chloride (0.230 g, 2.325 mmol), 2,2,6,6-tetramethyl-3,5-heptanedione (0.214 g, 1.163 mmol) in NMP (11.6 mL) in a sealed microwave vial was heated to 120° C. overnight in an oil bath. The reaction vessel was allowed to cool before water was added to dilute the mixture; EtOAc was then added to extract the product. The organic phase was separated and washed with w... The reactants are N1CCCC1 (pyrrolidine), C(CC(C)C)=O (isovaleraldehyde), O (water). Solvent: C1(=CC=CC=C1)C (toluene), C1(=CC=CC=C1)C (toluene). Run at temperature 0 celsius. Product: N1(CCCC1)C=CC(C)C (pyrrolidino-3-methylbut-1-ene). RXN SMILES: [CH:1](=O)[CH2:2][CH:3]([CH3:5])[CH3:4].[NH:7]1[CH2:11][CH2:10][CH2:9][CH2:8]1.O>C1(C)C=CC=CC=1>[N:7]1([CH:1]=[CH:2][CH:3]([CH3:5])[CH3:4])[CH2:11][CH2:10][CH2:9][CH2:8]1. Procedure details: 194 g (2.25 mol) of isovaleraldehyde are diluted in 1115 ml of toluene and cooled to 0° C. with stirring. 190.3 g (2.68 mol) of pyrrolidine, dissolved in 185.8 ml of toluene, were then added dropwise to this solution, such that the reaction temperature did not rise above 5° C. After the addition had ended, the reaction solution was stirred at 5° C. for another 1 hour. Subsequently, the mixture was warmed to room temperature and the water formed was removed completely by extraction with toluene. ... RXN SMILES: [Br:1][c:2]1[cH:3][c:4]([O:12][CH3:13])[c:5]([C:6](=[O:7])[O:8][CH3:9])[cH:10][cH:11]1.[C:26](=[O:27])([O-:28])[O-:29].[CH2:49]1[O:50][CH2:51][CH2:52][O:53][CH2:54]1.[CH3:35][c:36]1[cH:37][cH:38][cH:39][cH:40][cH:41]1.[CH3:42][CH2:43][O:44][C:45]([CH3:46])=[O:47].[Cl:32][CH2:33][Cl:34].[N+:14](=[O:15])([O-:16])[c:17]1[cH:18][cH:19][c:20]([B:23]([OH:24])[OH:25])[cH:21][cH:22]1.[Na+:30].[Na+:31].[OH2:48]>>[c:2]1(-[c:20]2[cH:19][cH:18][c:17]([N+:14](=[O:15])[O-:16])[cH:22][cH:21]2)[cH:3][c:4]([O:12][CH3:13])[c:5]([C:6](=[O:7])[O:8][CH3:9])[cH:10][cH:11]1. Reactants: COC(=O)c1ccc(Br)cc1OC, O=C([O-])[O-], C1COCCO1, Cc1ccccc1, CCOC(C)=O, ClCCl, O=[N+]([O-])c1ccc(B(O)O)cc1, [Na+], [Na+], O. Yields the product COC(=O)c1ccc(-c2ccc([N+](=O)[O-])cc2)cc1OC. Reactants: C, CCCCC[Si]1(c2ccccc2)CCC(C=Cc2ccc(OCC)cc2)CC1, CCOC(C)=O, [H][H], [Pd]. RXN SMILES: [C:37].[CH2:1]([CH3:2])[O:3][c:4]1[cH:5][cH:6][c:7]([CH:10]=[CH:11][CH:12]2[CH2:13][CH2:14][Si:15]([c:18]3[cH:19][cH:20][cH:21][cH:22][cH:23]3)([CH2:24][CH2:25][CH2:26][CH2:27][CH3:28])[CH2:16][CH2:17]2)[cH:8][cH:9]1.[CH3:31][CH2:32][O:33][C:34](=[O:35])[CH3:36].[H:29][H:30].[Pd:38]>>[CH2:1]([CH3:2])[O:3][c:4]1[cH:5][cH:6][c:7]([CH2:10][CH2:11][CH:12]2[CH2:13][CH2:14][Si:15]([c:18]3[cH:19][cH:20][cH:21][cH:22][cH:23]3)([CH2:24][CH2:25][CH2:26][CH2:27][CH3:28])[CH2:16][CH2:17]2)[cH:8][cH:9]1. The product is CCCCC[Si]1(c2ccccc2)CCC(CCc2ccc(OCC)cc2)CC1. The reactants are ice water, CN1CCN(CC1)CCOC1=CC=2N(C=C1)C(=CN2)C(=O)OCC (ethyl 7-(2-(4-methylpiperazin-1-yl)ethoxy)imidazo[1,2-a]pyridine-3-carboxylate), CO.C(Cl)Cl (MeOH DCM), IC1=NN(C=2C=CC=C(C12)N)CC1=CN=C(S1)C (3-iodo-1-((2-methylthiazol-5-yl)methyl)-1H-indazol-4-amine), C[Si](C)(C)[N-][Si](C)(C)C.[Li+] (lithium bis(trimethylsilyl)amide). Run in C1CCOC1 (THF), O (water), C1CCOC1 (THF). Yields the product IC1=NN(C2=CC=CC(=C12)NC(=O)C1=CN=C2N1C=CC(=C2)OCCN2CCN(CC2)C)CC2=CN=C(S2)C (N-(3-iodo-1-((2-methylthiazol-5-yl)methyl)-1H-indazol-4-yl)-7-(2-(4-methylpiperazin-1-yl)ethoxy)imidazo[1,2-a]pyridine-3-carboxamide). The yield is 16.1%. RXN SMILES: [I:1][C:2]1[C:10]2[C:9]([NH2:11])=[CH:8][CH:7]=[CH:6][C:5]=2[N:4]([CH2:12][C:13]2[S:17][C:16]([CH3:18])=[N:15][CH:14]=2)[N:3]=1.C[Si]([N-][Si](C)(C)C)(C)C.[Li+].[CH3:29][N:30]1[CH2:35][CH2:34][N:33]([CH2:36][CH2:37][O:38][C:39]2[CH:44]=[CH:43][N:42]3[C:45]([C:48](OCC)=[O:49])=[CH:46][N:47]=[C:41]3[CH:40]=2)[CH2:32][CH2:31]1.CO.C(Cl)Cl>C1COCC1.O>[I:1][C:2]1[C:10]2[C:5](=[CH:6][CH:7]=[CH:8][C:9]=2[NH:11][C:48]([C:45]2[N:42]3[CH:43]=[CH:44][C:39]([O:38][CH2:37][CH2:36][N:33]4[CH2:34][CH2:35][N:30]([CH3:29])[CH2:31][CH2:32]4)=[CH:40][C:41]3=[N:47][CH:46]=2)=[O:49])[N:4]([CH2:12][C:13]2[S:17][C:16]([CH3:18])=[N:15][CH:14]=2)[N:3]=1 |f:1.2,4.5|. Reported procedure: A solution of 3-iodo-1-((2-methylthiazol-5-yl)methyl)-1H-indazol-4-amine (40 mg, 0.11 mmol) in anhydrous THF (3 mL) was treated at ambient temperature under a nitrogen atmosphere with lithium bis(trimethylsilyl)amide (1.0 M in THF, 0.24 mL). The resulting brown solution was added dropwise to a cooled (ice-water) solution of ethyl 7-(2-(4-methylpiperazin-1-yl)ethoxy)imidazo[1,2-a]pyridine-3-carboxylate (35.9 mg, 0.11 mmol) in anhydrous THF (3 mL). The reaction mixture was allowed to warm to ambie... Starting materials: CCOc1cc(NC(C)=O)c(Cl)cc1C(=O)O, CCN=C=NCCCN(C)C, ClCCl, Cl, NCC1CN(Cc2ccc(F)cc2)CCO1. The product is CCOc1cc(NC(C)=O)c(Cl)cc1C(=O)NCC1CN(Cc2ccc(F)cc2)CCO1. Reaction SMILES: [C:1]([CH3:2])(=[O:3])[NH:4][c:5]1[cH:6][c:7]([O:15][CH2:16][CH3:17])[c:8]([C:9](=[O:10])[OH:11])[cH:12][c:13]1[Cl:14].[CH2:35]([N:36]=[C:37]=[N:38][CH2:39][CH2:40][CH2:41][N:42]([CH3:43])[CH3:44])[CH3:45].[Cl:46][CH2:47][Cl:48].[ClH:34].[NH2:18][CH2:19][CH:20]1[O:21][CH2:22][CH2:23][N:24]([CH2:26][c:27]2[cH:28][cH:29][c:30]([F:33])[cH:31][cH:32]2)[CH2:25]1>>[C:1]([CH3:2])(=[O:3])[NH:4][c:5]1[cH:6][c:7]([O:15][CH2:16][CH3:17])[c:8]([C:9](=[O:11])[NH:18][CH2:19][CH:20]2[O:21][CH2:22][CH2:23][N:24]([CH2:26][c:27]3[cH:28][cH:29][c:30]([F:33])[cH:31][cH:32]3)[CH2:25]2)[cH:12][c:13]1[Cl:14]. Starting materials: O1C(COC2=C3C=CC=NC3=CC=C2)C1 (5-(2,3-epoxypropoxy) quinoline), C1(=CC=CC=C1)C(C(=O)N1CCNCC1)C1=CC=CC=C1 (N-(2,2-diphenylacetyl)piperazine). Solvent: C(C)O (ethanol), C(C)O (ethanol). The product is C1(=CC=CC=C1)C(C(=O)N1CCN(CC1)CC(COC1=C2C=CC=NC2=CC=C1)O)C1=CC=CC=C1 (5-[3-{4-(2,2diphenylacetyl)piperazin-1-yl}-2- hydroxypropoxy]quinoline). Yield: 62.6%. Reaction SMILES: [O:1]1[CH2:15][CH:2]1[CH2:3][O:4][C:5]1[CH:14]=[CH:13][CH:12]=[C:11]2[C:6]=1[CH:7]=[CH:8][CH:9]=[N:10]2.[C:16]1([CH:22]([C:31]2[CH:36]=[CH:35][CH:34]=[CH:33][CH:32]=2)[C:23]([N:25]2[CH2:30][CH2:29][NH:28][CH2:27][CH2:26]2)=[O:24])[CH:21]=[CH:20][CH:19]=[CH:18][CH:17]=1>C(O)C>[C:31]1([CH:22]([C:16]2[CH:21]=[CH:20][CH:19]=[CH:18][CH:17]=2)[C:23]([N:25]2[CH2:26][CH2:27][N:28]([CH2:15][CH:2]([OH:1])[CH2:3][O:4][C:5]3[CH:14]=[CH:13][CH:12]=[C:11]4[C:6]=3[CH:7]=[CH:8][CH:9]=[N:10]4)[CH2:29][CH2:30]2)=[O:24])[CH:32]=[CH:33][CH:34]=[CH:35][CH:36]=1. Reported procedure: 71 g of the above-mentioned 5-(2,3-epoxypropoxy) quinoline and 94 g of N-(2,2-diphenylacetyl)piperazine were dissolved in 1.5 l of ethanol and then the resulting solution was refluxed with heating for 3 hours. After the reaction, ethanol was evaporated and the residue was purified by chromatography. The elution was carried out with a solvent miture of chloroform:methanol=50:1 (volume ratio) and the targeted fraction was concentrated under reduced pressure to obtain 101 g of 5-[3-{4-(2,2diphenyla...